From a dataset of the Open Reaction Database (ORD), a public repository of structured organic reaction records. describe an organic reaction: reactants, conditions, products, and yield Starting materials: O=C([O-])[O-], ICCCCI, [K+], [K+], c1ccc2oc(N3CCNCC3)nc2c1, CN(C)C=O. Yields the product [I-], c1ccc2oc(N3CC[N+]4(CCCC4)CC3)nc2c1. As a reaction SMILES: [C:1](=[O:2])([O-:3])[O-:4].[I:22][CH2:23][CH2:24][CH2:25][CH2:26][I:27].[K+:5].[K+:6].[N:7]1([c:13]2[o:14][c:15]3[c:16]([n:17]2)[cH:18][cH:19][cH:20][cH:21]3)[CH2:8][CH2:9][NH:10][CH2:11][CH2:12]1.[O:28]=[CH:29][N:30]([CH3:31])[CH3:32]>>[I-:22].[N:7]1([c:13]2[o:14][c:15]3[c:16]([n:17]2)[cH:18][cH:19][cH:20][cH:21]3)[CH2:8][CH2:9][N+:10]2([CH2:11][CH2:12]1)[CH2:23][CH2:24][CH2:25][CH2:26]2. Reactants: BrCC1CO1, COC(=O)CCC(=O)c1ccc(C)cc1O. Yields the product COC(=O)CCC(=O)c1ccc(C)cc1OCC1CO1. As a reaction SMILES: [Br:17][CH2:18][CH:19]1[CH2:20][O:21]1.[OH:1][c:2]1[c:3]([C:4](=[O:5])[CH2:6][CH2:7][C:8](=[O:9])[O:10][CH3:11])[cH:12][cH:13][c:14]([CH3:16])[cH:15]1>>[O:1]([c:2]1[c:3]([C:4](=[O:5])[CH2:6][CH2:7][C:8](=[O:9])[O:10][CH3:11])[cH:12][cH:13][c:14]([CH3:16])[cH:15]1)[CH2:18][CH:19]1[CH2:20][O:21]1.